Dataset: the Open Reaction Database (ORD), a public repository of structured organic reaction records. Task: describe an organic reaction: reactants, conditions, products, and yield Starting materials: C(C)NCC (diethylamine), C(C)Br (ethyl bromide), COC=1C=C(C=CC1OC)CCNCCCOC1=NOC(=N1)C1=CC=CC=C1 (3-{3-[2-(3,4-dimethoxyphenyl)-ethylamino]-propyloxy}-5-phenyl-1,2,4-oxadiazole). The solvent is CN(C=O)C (dimethylformamide). Run at temperature 50 celsius. Yields the product COC=1C=C(C=CC1OC)CCN(CC)CCCOC1=NOC(=N1)C1=CC=CC=C1 (3-{3-[N-(2-(3,4-Dimethoxyphenyl)-ethyl)-N-ethylamino]-propyloxy)-5-phenyl-1,2,4-oxadiazole). As a reaction SMILES: [CH3:1][O:2][C:3]1[CH:4]=[C:5]([CH2:11][CH2:12][NH:13][CH2:14][CH2:15][CH2:16][O:17][C:18]2[N:22]=[C:21]([C:23]3[CH:28]=[CH:27][CH:26]=[CH:25][CH:24]=3)[O:20][N:19]=2)[CH:6]=[CH:7][C:8]=1[O:9][CH3:10].[CH2:29](NCC)[CH3:30].C(Br)C>CN(C)C=O>[CH3:1][O:2][C:3]1[CH:4]=[C:5]([CH2:11][CH2:12][N:13]([CH2:14][CH2:15][CH2:16][O:17][C:18]2[N:22]=[C:21]([C:23]3[CH:28]=[CH:27][CH:26]=[CH:25][CH:24]=3)[O:20][N:19]=2)[CH2:29][CH3:30])[CH:6]=[CH:7][C:8]=1[O:9][CH3:10]. Reported procedure: 2 g of 3-{3-[2-(3,4-dimethoxyphenyl)-ethylamino]-propyloxy}-5-phenyl-1,2,4-oxadiazole (for preparation, see Example 69) were dissolved in 20 ml dimethylformamide. 0.9 ml of diethylamine and 0.6 g ethyl bromide were added to the solution and the reaction mixture was heated at 50° C. for 3.5 hours. For workup, the reaction mixture was then concentrated to dryness and the residue dissolved in dichloromethane. A sufficient quantity of water was added to the solution for a clear phase separation to o... The reactants are C(C1=CC=CC=C1)OC(=O)NC(C(=O)OC)=CN(C)C (methyl 2-benzyloxycarbonylamino-3-dimethylaminoacrylate), C1(=CC=CC=C1)NC1=CC=CC=C1 (diphenylamine), Cl (hydrochloric acid). Run in C(C)(C)O (isopropanol). Run at temperature 40 celsius, time 30 minute. Product: C(C1=CC=CC=C1)OC(=O)NC(C(=O)OC)=CN(C1=CC=CC=C1)C1=CC=CC=C1 (methyl 2-benzyloxycarbonylamino-3-diphenylaminoacrylate). RXN SMILES: [CH2:1]([O:8][C:9]([NH:11][C:12](=[CH:17]N(C)C)[C:13]([O:15][CH3:16])=[O:14])=[O:10])[C:2]1[CH:7]=[CH:6][CH:5]=[CH:4][CH:3]=1.[C:21]1([NH:27][C:28]2[CH:33]=[CH:32][CH:31]=[CH:30][CH:29]=2)[CH:26]=[CH:25][CH:24]=[CH:23][CH:22]=1.Cl>C(O)(C)C>[CH2:1]([O:8][C:9]([NH:11][C:12](=[CH:17][N:27]([C:21]1[CH:22]=[CH:23][CH:24]=[CH:25][CH:26]=1)[C:28]1[CH:29]=[CH:30][CH:31]=[CH:32][CH:33]=1)[C:13]([O:15][CH3:16])=[O:14])=[O:10])[C:2]1[CH:3]=[CH:4][CH:5]=[CH:6][CH:7]=1. Reported procedure: 36 g (129 mmol) of methyl 2-benzyloxycarbonylamino-3-dimethylaminoacrylate and 24.12 g (142 mmol) of diphenylamine were dissolved in 630 ml of isopropanol at 40° C. Subsequently, the solution was admixed with 17.4 ml of concentrated hydrochloric acid within 5 min and stirred at 40° C. for a further 30 min. The reaction solution was concentrated to 300 ml and admixed slowly with 300 ml of water. The crystallized product was filtered off with suction and dried at 40° C. under reduced pressure. Reactants: COC=1C=C2C=3COC4=C(C3NC2=CC1)C=CC=C4 (8-methoxy-6,11-dihydro-5-oxa-11-aza-benzo[a]fluorene), Cl.ClCC1=CC=C(OCCNC2CCCCC2)C=C1 ([2-(4-chloromethyl-phenoxy)-ethyl]-cyclohexanyl-amine hydrochloride salt). The product is COC=1C=C2C=3COC4=C(C3N(C2=CC1)CC1=CC=C(C=C1)OCCN1CCCCC1)C=CC=C4 (8-Methoxy-11-[4-(2-piperidin-1-yl-ethoxy)-benzyl]-6,11-dihydro-5-oxa-11-aza-benzo[a]fluorene). Reaction SMILES: [CH3:1][O:2][C:3]1[CH:4]=[C:5]2[C:13](=[CH:14][CH:15]=1)[NH:12][C:11]1[C:10]3[CH:16]=[CH:17][CH:18]=[CH:19][C:9]=3[O:8][CH2:7][C:6]2=1.Cl.Cl[CH2:22][C:23]1[CH:38]=[CH:37][C:26]([O:27][CH2:28][CH2:29][NH:30][CH:31]2C[CH2:35][CH2:34][CH2:33][CH2:32]2)=[CH:25][CH:24]=1>>[CH3:1][O:2][C:3]1[CH:4]=[C:5]2[C:13](=[CH:14][CH:15]=1)[N:12]([CH2:22][C:23]1[CH:24]=[CH:25][C:26]([O:27][CH2:28][CH2:29][N:30]3[CH2:31][CH2:32][CH2:33][CH2:34][CH2:35]3)=[CH:37][CH:38]=1)[C:11]1[C:10]3[CH:16]=[CH:17][CH:18]=[CH:19][C:9]=3[O:8][CH2:7][C:6]2=1 |f:1.2|. Reported procedure: Following the procedure described in Example 102, using 8-methoxy-6,11-dihydro-5-oxa-11-aza-benzo[a]fluorene (150 mg, 0.562 mmol) and [2-(4-chloromethyl-phenoxy)-ethyl]-cyclohexanyl-amine hydrochloride salt as the starting material, the title compound was prepared as a brown solid. Reactants: C(C1=CC=CC=C1)Br (benzylbromide), OC1=C(SC(=C1)S(=O)(=O)C)C(=O)OC (methyl 3-hydroxy-5-(methylsulfonyl)-2-thiophenecarboxylate), [H-].[Na+] (NaH). Run in CN(C=O)C (DMF), CN(C=O)C (dimethylformamide), O (water). Run at time 10 minute. Yields the product C(C1=CC=CC=C1)OC1=C(SC(=C1)S(=O)(=O)C)C(=O)OC (Methyl 3-Benzyloxy-5-(methylsulfonyl)-2-thiophenecarboxylate). Isolated yield 84.0%. RXN SMILES: [H-].[Na+].[OH:3][C:4]1[CH:8]=[C:7]([S:9]([CH3:12])(=[O:11])=[O:10])[S:6][C:5]=1[C:13]([O:15][CH3:16])=[O:14].[CH2:17](Br)[C:18]1[CH:23]=[CH:22][CH:21]=[CH:20][CH:19]=1>CN(C)C=O.O>[CH2:17]([O:3][C:4]1[CH:8]=[C:7]([S:9]([CH3:12])(=[O:11])=[O:10])[S:6][C:5]=1[C:13]([O:15][CH3:16])=[O:14])[C:18]1[CH:23]=[CH:22][CH:21]=[CH:20][CH:19]=1 |f:0.1|. Procedure details: A mixture of NaH (3.18 g, 79.5 mmol) in dimethylformamide (DMF) is treated dropwise with a solution of methyl 3-hydroxy-5-(methylsulfonyl)-2-thiophenecarboxylate (15.0 g, 63.6 mmol) in DMF at 0° C., stirred for 10 minutes, treated with benzylbromide (8.30 ml, 70 mmol) at ice bath temperatures, allowed to warm to room temperature overnight and diluted with water. The resultant reaction mixture is filtered. The filtercake is washed with water, dried, stirred in a mixture of ethyl acetate/hexane (2... The reactants are O=C(CC(=O)OCC)C1=CC=CC=C1 (ethyl 3-oxo-3-phenylpropionate), [H-].[Na+] (sodium hydride), FC(C1=CC=C(CBr)C=C1)(F)F (4-trifluoromethylbenzyl bromide), O (water). The solvent is COCCOC (1,2-dimethoxyethane), COCCOC (1,2-dimethoxyethane). Conditions: time 1 hour. The product is O=C(C(C(=O)OCC)CC1=CC=C(C=C1)C(F)(F)F)C1=CC=CC=C1 (ethyl 3-oxo-3-phenyl-2-((4-(trifluoromethyl)phenyl)methyl)propionate). Yield: 91.9%. Reaction SMILES: [O:1]=[C:2]([C:9]1[CH:14]=[CH:13][CH:12]=[CH:11][CH:10]=1)[CH2:3][C:4]([O:6][CH2:7][CH3:8])=[O:5].[H-].[Na+].[F:17][C:18]([F:28])([F:27])[C:19]1[CH:26]=[CH:25][C:22]([CH2:23]Br)=[CH:21][CH:20]=1.O>COCCOC>[O:1]=[C:2]([C:9]1[CH:14]=[CH:13][CH:12]=[CH:11][CH:10]=1)[CH:3]([CH2:23][C:22]1[CH:21]=[CH:20][C:19]([C:18]([F:17])([F:27])[F:28])=[CH:26][CH:25]=1)[C:4]([O:6][CH2:7][CH3:8])=[O:5] |f:1.2|. Procedure: To a solution of ethyl 3-oxo-3-phenylpropionate (28.6 g, 145 mmol) in 1,2-dimethoxyethane (1.50 ml) was added sodium hydride (60% in oil, 5.65 g, 141 mmol) under ice-cooling and the mixture was stirred at room temperature for 1 hr. To the reaction solution was dropwise added a solution of 4-trifluoromethylbenzyl bromide (33.8 g, 141 mmol) in 1,2-dimethoxyethane (50 ml) and the reaction solution was stirred at room temperature for 2 hrs. The reaction solution was poured into water (500 ml) and ex...